This data is from the Open Reaction Database (ORD), a public repository of structured organic reaction records. The task is: describe an organic reaction: reactants, conditions, products, and yield The reactants are [OH-].[Na+] (sodium hydroxide), C1=C2CC3=C(NC=4C=CC=CC34)C2=CC=C1 (5,10-dihydroindeno[1,2-b]indole), ice water, C(#N)[BH3-].[Na+] (sodium cyanoborohydride). Solvent: C(C)(=O)O (acetic acid). Reaction conditions: time 3 hour. The product is C1=C2C[C@H]3[C@H](NC=4C=CC=CC34)C2=CC=C1 (cis-4b,5,9b,10-Tetrahydroindeno[1,2-b]indole). As a reaction SMILES: [CH:1]1[CH:16]=[CH:15][CH:14]=[C:13]2[C:2]=1[CH2:3][C:4]1[C:12]3[CH:11]=[CH:10][CH:9]=[CH:8][C:7]=3[NH:6][C:5]=12.C([BH3-])#N.[Na+].[OH-].[Na+]>C(O)(=O)C>[CH:1]1[CH:16]=[CH:15][CH:14]=[C:13]2[C:2]=1[CH2:3][C@@H:4]1[C:12]3[CH:11]=[CH:10][CH:9]=[CH:8][C:7]=3[NH:6][C@@H:5]12 |f:1.2,3.4|. Reported procedure: To a suspension of 5,10-dihydroindeno[1,2-b]indole 9.16 g, 93 mmol in glacial acetic acid (300 cm3) was added portionwise over half an hour, sodium cyanoborohydride (24 g, 400 mmol). The mixture was stirred for 3 hours, until all the material had dissolved. The solution was poured into ice water (500 cm3) and stirred for 1 hour to break down the borohydride complex. The clear solution was carefully neutralised with sodium hydroxide causing a white precipitate to form. This was filtered and washe...